Dataset: the Open Reaction Database (ORD), a public repository of structured organic reaction records. Task: describe an organic reaction: reactants, conditions, products, and yield The reactants are C(C1=CC=CC=C1)(C1=CC=CC=C1)N1CC(C1)COC1=CC(=C(C(=O)O)C=C1C1CC1)F (4-((1-benzhydrylazetidin-3-yl)methoxy)-5-cyclopropyl-2-fluorobenzoic acid), C1(CC1)S(=O)(=O)N (cyclopropanesulfonamide). The product is C(C1=CC=CC=C1)(C1=CC=CC=C1)N1CC(C1)COC1=CC(=C(C(=O)NS(=O)(=O)C2CC2)C=C1C1CC1)F (4-((1-benzhydrylazetidin-3-yl)methoxy)-5-cyclopropyl-N-(cyclopropylsulfonyl)-2-fluorobenzamide). RXN SMILES: [CH:1]([N:14]1[CH2:17][CH:16]([CH2:18][O:19][C:20]2[C:28]([CH:29]3[CH2:31][CH2:30]3)=[CH:27][C:23]([C:24](O)=[O:25])=[C:22]([F:32])[CH:21]=2)[CH2:15]1)([C:8]1[CH:13]=[CH:12][CH:11]=[CH:10][CH:9]=1)[C:2]1[CH:7]=[CH:6][CH:5]=[CH:4][CH:3]=1.[CH:33]1([S:36]([NH2:39])(=[O:38])=[O:37])[CH2:35][CH2:34]1>>[CH:1]([N:14]1[CH2:15][CH:16]([CH2:18][O:19][C:20]2[C:28]([CH:29]3[CH2:31][CH2:30]3)=[CH:27][C:23]([C:24]([NH:39][S:36]([CH:33]3[CH2:35][CH2:34]3)(=[O:38])=[O:37])=[O:25])=[C:22]([F:32])[CH:21]=2)[CH2:17]1)([C:8]1[CH:13]=[CH:12][CH:11]=[CH:10][CH:9]=1)[C:2]1[CH:3]=[CH:4][CH:5]=[CH:6][CH:7]=1. Procedure: The compound was prepared in a similar manner to Example 408 from 4-((1-benzhydrylazetidin-3-yl)methoxy)-5-cyclopropyl-2-fluorobenzoic acid and cyclopropanesulfonamide. LCMS (Method D): RT=4.69 min, m/z: 535.2 [M+H]+. 1H NMR (400 MHz, DMSO-d6) δ 11.75 (s, 1H), 7.48-7.36 (m, 4H), 7.28 (t, J=7.4 Hz, 4H), 7.23-7.09 (m, 3H), 6.96 (d, J=12.8 Hz, 1H), 4.50 (s, 1H), 4.22 (d, J=6.1 Hz, 2H), 3.12-2.96 (m, 3H), 2.94-2.80 (m, 1H), 2.12-1.99 (m, 1H), 1.18-0.97 (m, 4H), 0.95-0.82 (m, 2H), 0.73-0.60 (m, 2H).